Dataset: the Open Reaction Database (ORD), a public repository of structured organic reaction records. Task: describe an organic reaction: reactants, conditions, products, and yield Product: C(C)(C)(C)OC(NCC(=O)N1C(CCC1)C#N)=O ([2-(2-cyano-pyrrolidin-1-yl)-2-oxo-ethyl]-carbamic acid tert-butyl ester). Reported procedure: In a dry three-neck flask under a nitrogen atmosphere, 286 mL of pyridine, [2-(2-carbamoyl-pyrrolidin-1-yl)-2-oxo-ethyl]-carbamic acid tert-butyl ester 1b (13.5 g, 49.8 mmol) and imidazole (7.11 g, 104.6 mmol) were added successively. The reaction system was cooled down to −35° C., and phosphorus oxychloride (19 mL, 204.2 mmol) was then added dropwise to the solution with stirring. After stirring for 1 hour at −35° C., the reaction mixture was allowed to increase to room temperature, and stirred... Reactants: C(C)(C)(C)OC(NCC(=O)N1C(CCC1)C(N)=O)=O ([2-(2-carbamoyl-pyrrolidin-1-yl)-2-oxo-ethyl]-carbamic acid tert-butyl ester), N1C=NC=C1 (imidazole), P(=O)(Cl)(Cl)Cl (phosphorus oxychloride). RXN SMILES: [C:1]([O:5][C:6](=[O:19])[NH:7][CH2:8][C:9]([N:11]1[CH2:15][CH2:14][CH2:13][CH:12]1[C:16](=O)[NH2:17])=[O:10])([CH3:4])([CH3:3])[CH3:2].N1C=CN=C1.P(Cl)(Cl)(Cl)=O>N1C=CC=CC=1>[C:1]([O:5][C:6](=[O:19])[NH:7][CH2:8][C:9]([N:11]1[CH2:15][CH2:14][CH2:13][CH:12]1[C:16]#[N:17])=[O:10])([CH3:4])([CH3:2])[CH3:3]. Solvent: N1=CC=CC=C1 (pyridine). The yield is 84.8%. Conditions: temperature -35 celsius. Starting materials: S(=O)(Cl)Cl (Thionyl chloride), ClC1=C2N=CN(C2=NC=N1)[C@@H]1O[C@@H]([C@@H]2[C@H]1OC(O2)(C)C)C(=O)O ((3aS,4S,6R,6aR)-6-(6-chloro-purin-9-yl)-2,2-dimethyl-tetrahydro-furo[3,4-d][1,3]dioxole-4-carboxylic acid). Run in C(Cl)(Cl)Cl (chloroform). Run at temperature 20 celsius, time 18 hour. Yields the product ClC1=C2N=CN(C2=NC=N1)[C@@H]1O[C@@H]([C@H]2[C@H]1OC(O2)(C)C)C(=O)NCC(C)O ((3aR,4S,6R,6aR)-6-(6-chloro-9H-purin-9-yl)-N-(2-hydroxypropyl)-2,2 dimethyltetrahydrofuro[3,4-d][1,3]dioxole-4-carboxamide). Yield: 113.6%. Reaction SMILES: S(Cl)(Cl)=O.[Cl:5][C:6]1[N:14]=[CH:13][N:12]=[C:11]2[C:7]=1[N:8]=[CH:9][N:10]2[C@H:15]1[C@@H:19]2[O:20][C:21]([CH3:24])([CH3:23])[O:22][C@@H:18]2[C@@H:17]([C:25](O)=[O:26])[O:16]1>C(Cl)(Cl)Cl>[Cl:5][C:6]1[N:14]=[CH:13][N:12]=[C:11]2[C:7]=1[N:8]=[CH:9][N:10]2[C@H:15]1[C@@H:19]2[O:20][C:21]([CH3:24])([CH3:23])[O:22][C@H:18]2[C@@H:17]([C:25]([NH:10][CH2:15][CH:19]([OH:20])[CH3:18])=[O:26])[O:16]1. Reported procedure: Thionyl chloride (4.3 ml) was added to a stirred solution of (3aS,4S,6R,6aR)-6-(6-chloro-purin-9-yl)-2,2-dimethyl-tetrahydro-furo[3,4-d][1,3]dioxole-4-carboxylic acid (10.0 g), in chloroform (100 ml). The mixture was heated at reflux temperature under nitrogen for 60 min. After cooling to 20° C. the solvent was removed in vacuo and the residue azeotroped with toluene (2×50 ml). A suspension of the residue in chloroform (50 ml) was added dropwise at an equal rate with a solution of 1-amino-2-prop... The reactants are C(C)(C)(C)OC(=O)N(C(C(=O)O)CCN1C(C2=CC=CC=C2C1=O)=O)C (2-[(tert-Butoxycarbonyl)(methyl)amino]-4-(1,3-dioxo-1,3-dihydro-2H-isoindol-2-yl)butanoic acid), O.NN (hydrazine hydrate). Run in C(C)O (ethanol). The product is NCCC(C(=O)O)N(C)C(=O)OC(C)(C)C (4-Amino-2-[(tert-butoxycarbonyl)(methyl)amino]butanoic acid). RXN SMILES: [C:1]([O:5][C:6]([N:8]([CH3:26])[CH:9]([CH2:13][CH2:14][N:15]1C(=O)C2C(=CC=CC=2)C1=O)[C:10]([OH:12])=[O:11])=[O:7])([CH3:4])([CH3:3])[CH3:2].O.NN>C(O)C>[NH2:15][CH2:14][CH2:13][CH:9]([N:8]([C:6]([O:5][C:1]([CH3:4])([CH3:3])[CH3:2])=[O:7])[CH3:26])[C:10]([OH:12])=[O:11] |f:1.2|. Procedure details: 11.8 g (32.6 mmol) of the compound from example 5A was dissolved in approx. 640 ml ethanol and 23.8 ml (488 mmol) hydrazine hydrate was added to the reaction mixture. After stirring over night, the reaction mixture was filtered and the filtrate was concentrated to dryness under reduced pressure. The raw product was dissolved in ethanol and approx. 50 g silica gel was added, the solvent was removed under reduced pressure. The resulting solid was added onto a approx. 500 g silica gel column and ch...